From a dataset of the Open Reaction Database (ORD), a public repository of structured organic reaction records. describe an organic reaction: reactants, conditions, products, and yield Reactants: C(CCCC=C)N(C(=O)[C@H]1N(C[C@H](C1)OC1=CC(=NC2=C(C(=CC=C12)OC)C)C=1SC=C(N1)C(F)(F)F)C(=O)N[C@]1([C@@H](C1)C=C)C(NS(=O)(=O)C1(CC1)C)=O)C ((2S,4S)—N2-(hex-5-enyl)-4-(7-methoxy-8-methyl-2-(4-(trifluoromethyl)thiazol-2-yl)quinolin-4-yloxy)-N2-methyl-N1-((1R,2S)-1-(1-methylcyclopropylsulfonylcarbamoyl)-2-vinylcyclopropyl)pyrrolidine-1,2-dicarboxamide). Run in ClC(C)Cl (dichloroethane). Reaction conditions: temperature 75 celsius, time 25 minute. The product is COC1=CC=C2C(=CC(=NC2=C1C)C=1SC=C(N1)C(F)(F)F)O[C@H]1C[C@H]2C(N(CCCC\C=C/[C@@H]3C[C@]3(NC(N2C1)=O)C(=O)NS(=O)(=O)C1(CC1)C)C)=O (1-methyl-cyclopropanesulfonic acid {(Z)-(4R,6S,15S,17S)-17-[7-methoxy-8-methyl-2-(4-trifluoromethyl-thiazol-2-yl)-quinolin-4-yloxy]-13-methyl-2,14-dioxo-1,3,13-triaza-tricyclo[13.3.0.0*4,6*]octadec-7-ene-4-carbonyl}-amide). The yield is 29.1%. Reaction SMILES: [CH2:1]([N:7]([CH3:56])[C:8]([C@@H:10]1[CH2:14][C@H:13]([O:15][C:16]2[C:25]3[C:20](=[C:21]([CH3:28])[C:22]([O:26][CH3:27])=[CH:23][CH:24]=3)[N:19]=[C:18]([C:29]3[S:30][CH:31]=[C:32]([C:34]([F:37])([F:36])[F:35])[N:33]=3)[CH:17]=2)[CH2:12][N:11]1[C:38]([NH:40][C@:41]1([C:46](=[O:55])[NH:47][S:48]([C:51]2([CH3:54])[CH2:53][CH2:52]2)(=[O:50])=[O:49])[CH2:43][C@H:42]1[CH:44]=[CH2:45])=[O:39])=[O:9])[CH2:2][CH2:3][CH2:4]C=C>ClC(Cl)C>[CH3:27][O:26][C:22]1[C:21]([CH3:28])=[C:20]2[C:25]([C:16]([O:15][C@@H:13]3[CH2:12][N:11]4[C@H:10]([C:8](=[O:9])[N:7]([CH3:56])[CH2:1][CH2:2][CH2:3][CH2:4][CH:45]=[CH:44][C@H:42]5[C@:41]([C:46]([NH:47][S:48]([C:51]6([CH3:54])[CH2:53][CH2:52]6)(=[O:49])=[O:50])=[O:55])([NH:40][C:38]4=[O:39])[CH2:43]5)[CH2:14]3)=[CH:17][C:18]([C:29]3[S:30][CH:31]=[C:32]([C:34]([F:36])([F:37])[F:35])[N:33]=3)=[N:19]2)=[CH:24][CH:23]=1. Procedure: Compound 129 (3.91 g) was dissolved in dichloroethane (980 mL) under Ar at room temperature. The solution was degassed with argon and then heated at 73-77° C. Zhan 1B catalyst (1%) in dichloroethane was slowly added to the reaction solution. At 25 min, another 1% of the catalyst in DCE was added. In total, 8% of the catalyst was added over 4 hrs and 20 min. The reaction mixture was treated with 2-mercaptonicotinic acid (“MNA”) (1 g). The reaction mixture was cooled down to room temperature, conc... The reactants are CS(C)=O, CC(C)(C)CN(Cc1ccc(I)cc1)c1ccnc(Cl)n1, C1CN2CCN1CC2, N#C[Na], O. Yields the product CC(C)(C)CN(Cc1ccc(I)cc1)c1ccnc(C#N)n1. Reaction SMILES: [CH3:34][S:35]([CH3:36])=[O:37].[Cl:1][c:2]1[n:3][cH:4][cH:5][c:6]([N:8]([CH2:9][c:10]2[cH:11][cH:12][c:13]([I:16])[cH:14][cH:15]2)[CH2:17][C:18]([CH3:19])([CH3:20])[CH3:21])[n:7]1.[N:25]12[CH2:26][CH2:27][N:28]([CH2:29][CH2:30]1)[CH2:31][CH2:32]2.[Na:22][C:23]#[N:24].[OH2:33]>>[c:2]1([C:23]#[N:24])[n:3][cH:4][cH:5][c:6]([N:8]([CH2:9][c:10]2[cH:11][cH:12][c:13]([I:16])[cH:14][cH:15]2)[CH2:17][C:18]([CH3:19])([CH3:20])[CH3:21])[n:7]1. The reactants are C1(=CC=CC=C1)NN (phenylhydrazine), CN(C)C=NC(C1=CC=C(C=C1)[N+](=O)[O-])=O (N-(dimethylaminomethylene)-p-nitrobenzamide). The solvent is C(C)(=O)O (acetic acid). Run at temperature 90 celsius, time 1 hour. The product is C1(=CC=CC=C1)N1N=CN=C1C1=CC=C(C=C1)[N+](=O)[O-] (1-Phenyl-5-(p-nitrophenyl)-1H-1,2,4-triazole). As a reaction SMILES: [C:1]1([NH:7][NH2:8])[CH:6]=[CH:5][CH:4]=[CH:3][CH:2]=1.CN([CH:12]=[N:13][C:14](=O)[C:15]1[CH:20]=[CH:19][C:18]([N+:21]([O-:23])=[O:22])=[CH:17][CH:16]=1)C>C(O)(=O)C>[C:1]1([N:7]2[C:14]([C:15]3[CH:16]=[CH:17][C:18]([N+:21]([O-:23])=[O:22])=[CH:19][CH:20]=3)=[N:13][CH:12]=[N:8]2)[CH:6]=[CH:5][CH:4]=[CH:3][CH:2]=1. Reported procedure: To a solution of 5.4 g. of phenylhydrazine in 70 ml. of 30% aqueous acetic acid is added 10.0 g. of N-(dimethylaminomethylene)-p-nitrobenzamide. The reaction mixture is stirred at 90° C. for one hour and then cooled. The solid is collected and recrystallized from ethanol giving 9.1 g. of the desired product as colorless crystals, mp. 130°-132° C. Reactants: CO (MeOH), Cl (HCl), O.[OH-].[Li+] (Lithium hydroxide monohydrate), BrC=1C=C(C=CC1)N(S(=O)(=O)C)C1=CC2=C(C(=C(O2)C2=CC=C(C=C2)F)C(=O)OCC)C=C1C1CC1 (ethyl 6-(N-(3-bromophenyl)methylsulfonamido)-5-cyclopropyl-2-(4-fluorophenyl)benzofuran-3-carboxylate). Solvent: C1CCOC1 (THF), O (water). Run at time 8 hour. Product: BrC=1C=C(C=CC1)N(S(=O)(=O)C)C1=CC2=C(C(=C(O2)C2=CC=C(C=C2)F)C(=O)O)C=C1C1CC1 (6-(N-(3-bromophenyl)methylsulfonamido)-5-cyclopropyl-2-(4-fluorophenyl)benzofuran-3-carboxylic acid). Yield: 104.5%. Reaction SMILES: O.[OH-].[Li+].[Br:4][C:5]1[CH:6]=[C:7]([N:11]([C:16]2[C:36]([CH:37]3[CH2:39][CH2:38]3)=[CH:35][C:19]3[C:20]([C:30]([O:32]CC)=[O:31])=[C:21]([C:23]4[CH:28]=[CH:27][C:26]([F:29])=[CH:25][CH:24]=4)[O:22][C:18]=3[CH:17]=2)[S:12]([CH3:15])(=[O:14])=[O:13])[CH:8]=[CH:9][CH:10]=1.CO.Cl>C1COCC1.O>[Br:4][C:5]1[CH:6]=[C:7]([N:11]([C:16]2[C:36]([CH:37]3[CH2:39][CH2:38]3)=[CH:35][C:19]3[C:20]([C:30]([OH:32])=[O:31])=[C:21]([C:23]4[CH:28]=[CH:27][C:26]([F:29])=[CH:25][CH:24]=4)[O:22][C:18]=3[CH:17]=2)[S:12]([CH3:15])(=[O:14])=[O:13])[CH:8]=[CH:9][CH:10]=1 |f:0.1.2|. Procedure: Lithium hydroxide monohydrate (68.5 mg, 1.630 mmol) was added to a suspension of ethyl 6-(N-(3-bromophenyl)methylsulfonamido)-5-cyclopropyl-2-(4-fluorophenyl)benzofuran-3-carboxylate (311 mg, 0.543 mmol) in THF:MeOH:water/3:1:1 (10 mL). The mixture was stirred at room temperature overnight. The mixture was acidified with 2N aqueous HCl and the volatile solvents were evaporated. The residue was partitioned between EtOAc and water. The organic layers were washed with brine, dried over sodium sulfa...